This data is from the Open Reaction Database (ORD), a public repository of structured organic reaction records. The task is: describe an organic reaction: reactants, conditions, products, and yield The reactants are C(CCCCCCCCCCC)(=O)Cl (n-dodecanoyl chloride), NC1=CC=C(C(=O)O)C=C1 (p-aminobenzoic acid), O (water). Solvent: N1=CC=CC=C1 (pyridine). Reaction conditions: time 3 hour. The product is C(CCCCCCCCCCC)(=O)NC1=CC=C(C(=O)O)C=C1 (N-(n-dodecanoyl)-p-aminobenzoic acid). Isolated yield 86.2%. As a reaction SMILES: [C:1](Cl)(=[O:13])[CH2:2][CH2:3][CH2:4][CH2:5][CH2:6][CH2:7][CH2:8][CH2:9][CH2:10][CH2:11][CH3:12].[NH2:15][C:16]1[CH:24]=[CH:23][C:19]([C:20]([OH:22])=[O:21])=[CH:18][CH:17]=1.O>N1C=CC=CC=1>[C:1]([NH:15][C:16]1[CH:24]=[CH:23][C:19]([C:20]([OH:22])=[O:21])=[CH:18][CH:17]=1)(=[O:13])[CH2:2][CH2:3][CH2:4][CH2:5][CH2:6][CH2:7][CH2:8][CH2:9][CH2:10][CH2:11][CH3:12]. Procedure details: n-dodecanoyl chloride (8.74 g.; 40 mmoles) is added dropwise to a solution of dissolved p-aminobenzoic acid (5.5 g.; 40 mmoles) dissolved in pyridine (100 ml.). The mixture is stirred for 3 hours and poured into water (3 l.). The precipitate which forms is filtered and dried in vacuo to give N-(n-dodecanoyl)-p-aminobenzoic acid (11.01 g.).